This data is from the Open Reaction Database (ORD), a public repository of structured organic reaction records. The task is: describe an organic reaction: reactants, conditions, products, and yield Starting materials: N1C=CC=2C=NC=CC21 (1H-pyrrolo[3,2-c]pyridine), ClC1=C(C(=O)O)C(=CC(=C1)C(NC1CC1)=O)Cl (2,6-dichloro-4-(cycloproylcarbamoyl)benzoic acid). Product: ClC=1C=C(C(=O)NC2CC2)C=C(C1C(=O)N1C=CC=2C=NC=CC21)Cl (3,5-Dichloro-N-cyclopropyl-4-(1H-pyrrolo[3,2-c]pyridin-1-ylcarbonyl)benzamide). RXN SMILES: [NH:1]1[C:9]2[CH:8]=[CH:7][N:6]=[CH:5][C:4]=2[CH:3]=[CH:2]1.[Cl:10][C:11]1[CH:19]=[C:18]([C:20](=[O:25])[NH:21][CH:22]2[CH2:24][CH2:23]2)[CH:17]=[C:16]([Cl:26])[C:12]=1[C:13](O)=[O:14]>>[Cl:10][C:11]1[CH:19]=[C:18]([CH:17]=[C:16]([Cl:26])[C:12]=1[C:13]([N:1]1[C:9]2[CH:8]=[CH:7][N:6]=[CH:5][C:4]=2[CH:3]=[CH:2]1)=[O:14])[C:20]([NH:21][CH:22]1[CH2:24][CH2:23]1)=[O:25]. Reported procedure: 3,5-Dichloro-N-cyclopropyl-4-(1H-pyrrolo[3,2-c]pyridin-1-ylcarbonyl)benzamide was prepared using 1H-pyrrolo[3,2-c]pyridine and 2,6-dichloro-4-(cycloproylcarbamoyl)benzoic acid. The reactants are CC(C(=O)O)(C)OCC1=CC=C(C=C1)\C=C/CN1C(=CC=C1)C(C1=CC=C(C=C1)C)=O (2-Methyl-2-[(4-{(1Z)-3-[2-(4-methylbenzoyl)-1H-pyrrol-1-yl]prop-1-en-1-yl}benzyl)oxy]propionic acid), [OH-].[Na+] (sodium hydroxide), CO (methanol). Yields the product CC(C(=O)[O-])(C)OCC1=CC=C(C=C1)\C=C/CN1C(=CC=C1)C(C1=CC=C(C=C1)C)=O.[Na+] (Sodium 2-methyl-2-[(4-{(1Z)-3-[2-(4-methylbenzoyl)-1H-pyrrol-1-yl]prop-1-en-1-yl}benzyl)oxy]propionate). Reaction SMILES: [CH3:1][C:2]([O:7][CH2:8][C:9]1[CH:14]=[CH:13][C:12](/[CH:15]=[CH:16]\[CH2:17][N:18]2[CH:22]=[CH:21][CH:20]=[C:19]2[C:23](=[O:31])[C:24]2[CH:29]=[CH:28][C:27]([CH3:30])=[CH:26][CH:25]=2)=[CH:11][CH:10]=1)([CH3:6])[C:3]([OH:5])=[O:4].[OH-].[Na+:33].CO>>[CH3:6][C:2]([O:7][CH2:8][C:9]1[CH:14]=[CH:13][C:12](/[CH:15]=[CH:16]\[CH2:17][N:18]2[CH:22]=[CH:21][CH:20]=[C:19]2[C:23](=[O:31])[C:24]2[CH:29]=[CH:28][C:27]([CH3:30])=[CH:26][CH:25]=2)=[CH:11][CH:10]=1)([CH3:1])[C:3]([O-:5])=[O:4].[Na+:33] |f:1.2,4.5|. Procedure: To the compound of Example 1-2 (384 mg, 0.92 mmol) was added sodium hydroxide in methanol (0.1 mol/l, 9.2 ml, 0.92 mmol) and the solvent was removed in vacuo. The residue was subjected to azeotropic distillation with diethyl ether to give the subject compound (quant.). Reactants: CO, CC(=O)[O-], O=C(c1ccccc1)C1CCCCC1, Cl, NO, [Na+]. Product: ON=C(c1ccccc1)C1CCCCC1. Reaction SMILES: [CH3:23][OH:24].[CH3:5][C:6](=[O:7])[O-:8].[CH:9]1([C:15](=[O:16])[c:17]2[cH:18][cH:19][cH:20][cH:21][cH:22]2)[CH2:10][CH2:11][CH2:12][CH2:13][CH2:14]1.[ClH:1].[NH2:2][OH:3].[Na+:4]>>[N:2]([OH:3])=[C:15]([CH:9]1[CH2:10][CH2:11][CH2:12][CH2:13][CH2:14]1)[c:17]1[cH:18][cH:19][cH:20][cH:21][cH:22]1. The reactants are C(C1=CC=CC=C1)N1CCC(CC1)(C(=O)O)O (1-benzyl-4-hydroxypiperidine-4-carboxylic acid). The reagents and catalysts are [OH-].[Pd+2].[OH-] (palladium hydroxide). Solvent: CCO (EtOH). Run at time 20 hour. Yields the product OC1(CCNCC1)C(=O)O (4-Hydroxypiperidine-4-carboxylic acid). RXN SMILES: C([N:8]1[CH2:13][CH2:12][C:11]([OH:17])([C:14]([OH:16])=[O:15])[CH2:10][CH2:9]1)C1C=CC=CC=1>CCO.[OH-].[Pd+2].[OH-]>[OH:17][C:11]1([C:14]([OH:16])=[O:15])[CH2:12][CH2:13][NH:8][CH2:9][CH2:10]1 |f:2.3.4|. Procedure details: To the solution of 1-benzyl-4-hydroxypiperidine-4-carboxylic acid (1.0 g, 4.25 mmol) in EtOH (15.0 mL) was added palladium hydroxide (0.40 g, 40% w/w) at rt and the mixture stirred at rt for 20 h under H2 atmosphere. After completion of reaction (by TLC) the mixture was passed through celite and the solvent evaporated. The crude (0.70 g) residue was carried forward for next step without further purification. MS: 145.99 [M+H]+. The reactants are NC1=C2N=CN(C2=NC(=N1)NCC(C)(C)C)CC1=CC=CC=C1 (6-Amino-9-benzyl-2-(2,2-dimethyipropyl)aminopurine), BrBr (bromine), S(=S)(=O)([O-])[O-].[Na+].[Na+] (sodium thiosulfate). Solvent: C(Cl)Cl (methylene chloride). Run at time 1 hour. The product is NC1=C2N=C(N(C2=NC(=N1)NCC(C)(C)C)CC1=CC=CC=C1)Br (6-Amino-9-benzyl-8-bromo-2-(2,2-dimethylpropyl)aminopurine). Yield: 87.0%. Reaction SMILES: [NH2:1][C:2]1[N:10]=[C:9]([NH:11][CH2:12][C:13]([CH3:16])([CH3:15])[CH3:14])[N:8]=[C:7]2[C:3]=1[N:4]=[CH:5][N:6]2[CH2:17][C:18]1[CH:23]=[CH:22][CH:21]=[CH:20][CH:19]=1.[Br:24]Br.S([O-])([O-])(=O)=S.[Na+].[Na+]>C(Cl)Cl>[NH2:1][C:2]1[N:10]=[C:9]([NH:11][CH2:12][C:13]([CH3:16])([CH3:15])[CH3:14])[N:8]=[C:7]2[C:3]=1[N:4]=[C:5]([Br:24])[N:6]2[CH2:17][C:18]1[CH:19]=[CH:20][CH:21]=[CH:22][CH:23]=1 |f:2.3.4|. Procedure details: 6-Amino-9-benzyl-2-(2,2-dimethyipropyl)aminopurine (69 mg, 0.22 mmol) and bromine (0.5 ml) were dissolved in 50 ml of methylene chloride and the solution was stirred at room temperature for 1 hour. Aqueous sodium thiosulfate was added to the reaction mixture. The organic layer was separated, dried on sodium sulfate and filtered. The solvent in the filtrate was evaporated in vacuo. The residue was purified with silica gel chromatography (1% methanol/chloroform) to give the subject compound (75 mg...